From a dataset of the Open Reaction Database (ORD), a public repository of structured organic reaction records. describe an organic reaction: reactants, conditions, products, and yield Reactants: C1(CCCC1)CCO (cyclopentane-ethanol), C1(=CC=CC=C1)P(C1=CC=CC=C1)C1=CC=CC=C1 (triphenyl phosphine), CC(C)OC(=O)/N=N/C(=O)OC(C)C (DIAD), COC(=O)C1N(CC=2C=C3C(=CC2C1)OC[C@@H](O3)C3=CC=C(C=C3)O)[C@@H](CC)C3=CC=CC=C3 ((S)-3-(4-Hydroxy-phenyl)-7-((S)-1-phenyl-propyl)-2,3,6,7,8,9-hexahydro-[1,4]dioxino[2,3-g]isoquinoline-8-carboxylic acid methyl ester). The solvent is C(Cl)Cl (DCM). The product is C1(CCCC1)CCOC1=CC=C(C=C1)[C@@H]1OC=2C(=CC=3C[C@H](N(CC3C2)[C@@H](CC)C2=CC=CC=C2)C(=O)O)OC1 ((3S,8S)-3-[4-(2-cyclopentyl-ethoxy)-phenyl]-7-((S)-1-phenyl-propyl)-2,3,6,7,8,9-hexahydro-[1,4]dioxino[2,3-g]isoquinoline-8-carboxylic acid). RXN SMILES: C[O:2][C:3]([CH:5]1[CH2:14][C:13]2[CH:12]=[C:11]3[O:15][CH2:16][C@H:17]([C:19]4[CH:24]=[CH:23][C:22]([OH:25])=[CH:21][CH:20]=4)[O:18][C:10]3=[CH:9][C:8]=2[CH2:7][N:6]1[C@H:26]([C:29]1[CH:34]=[CH:33][CH:32]=[CH:31][CH:30]=1)[CH2:27][CH3:28])=[O:4].[CH:35]1([CH2:40][CH2:41]O)[CH2:39][CH2:38][CH2:37][CH2:36]1.C1(P(C2C=CC=CC=2)C2C=CC=CC=2)C=CC=CC=1.CC(OC(/N=N/C(OC(C)C)=O)=O)C>C(Cl)Cl>[CH:35]1([CH2:40][CH2:41][O:25][C:22]2[CH:21]=[CH:20][C:19]([C@H:17]3[CH2:16][O:15][C:11]4=[CH:12][C:13]5[CH2:14][C@@H:5]([C:3]([OH:2])=[O:4])[N:6]([C@H:26]([C:29]6[CH:34]=[CH:33][CH:32]=[CH:31][CH:30]=6)[CH2:27][CH3:28])[CH2:7][C:8]=5[CH:9]=[C:10]4[O:18]3)=[CH:24][CH:23]=2)[CH2:39][CH2:38][CH2:37][CH2:36]1. Reported procedure: (S)-3-(4-Hydroxy-phenyl)-7-((S)-1-phenyl-propyl)-2,3,6,7,8,9-hexahydro-[1,4]dioxino[2,3-g]isoquinoline-8-carboxylic acid methyl ester (20 mg) was dissolved in DCM and cyclopentane-ethanol (5 eq.), triphenyl phosphine (5 eq.) and DIAD (4.5 eq.) added. The reaction mixture stirred at room temperature and was directly purified over silica (hexanes to 9:1 hexanes EtOAc to 7:3 hexanes EtOAc). This ester was hydrolyzed according to General Procedure AB to give (3S,8S)-3-[4-(2-cyclopentyl-ethoxy)-pheny... Reactants: C(=O)(C(F)(F)F)O (TFA), C(C)[SiH](CC)CC (triethylsilane), ClC=1C=C(C=CC1Cl)C(C1=C(C=C(C(=O)N)C=C1)OC)O (4-((3,4-dichlorophenyl)(hydroxy)methyl)-3-methoxybenzamide), C(=O)(C(F)(F)F)O (TFA), C(C)[SiH](CC)CC (triethylsilane). Run in C(Cl)Cl (DCM). Run at time 72 hour. The product is ClC=1C=C(CC2=C(C=C(C(=O)N)C=C2)OC)C=CC1Cl (4-(3,4-dichlorobenzyl)-3-methoxybenzamide). Yield: 122.3%. As a reaction SMILES: [Cl:1][C:2]1[CH:3]=[C:4]([CH:9](O)[C:10]2[CH:18]=[CH:17][C:13]([C:14]([NH2:16])=[O:15])=[CH:12][C:11]=2[O:19][CH3:20])[CH:5]=[CH:6][C:7]=1[Cl:8].C(O)(C(F)(F)F)=O.C([SiH](CC)CC)C>C(Cl)Cl>[Cl:1][C:2]1[CH:3]=[C:4]([CH:5]=[CH:6][C:7]=1[Cl:8])[CH2:9][C:10]1[CH:18]=[CH:17][C:13]([C:14]([NH2:16])=[O:15])=[CH:12][C:11]=1[O:19][CH3:20]. Procedure: To a solution of 4-((3,4-dichlorophenyl)(hydroxy)methyl)-3-methoxybenzamide (Preparation 156, 142 mg, 0.435 mmol) in DCM (5 mL) was added TFA (0.065 mL, 0.870 mmol) followed by triethylsilane (0.083 mL, 0.522 mmol) and the reaction stirred at room temperature for 72 hours. Further TFA (0.065 mL, 0.870 mmol) and triethylsilane (0.083 mL, 0.522 mmol) were added and the reaction stirred for a further 24 hours. The reaction was partitioned between saturated aq. NH4Cl (20 mL), and EtOAc (20 mL). The ... Starting materials: CN1CCN(Cc2nc3cccnc3n2CCOCc2ccccc2)CC1, CO, [H][H]. Yields the product CN1CCN(Cc2nc3cccnc3n2CCO)CC1. RXN SMILES: [CH3:1][N:2]1[CH2:3][CH2:4][N:5]([CH2:8][c:9]2[n:10][c:11]3[c:12]([n:13][cH:14][cH:15][cH:16]3)[n:17]2[CH2:18][CH2:19][O:20][CH2:21][c:22]2[cH:23][cH:24][cH:25][cH:26][cH:27]2)[CH2:6][CH2:7]1.[CH3:30][OH:31].[H:28][H:29]>>[CH3:1][N:2]1[CH2:3][CH2:4][N:5]([CH2:8][c:9]2[n:10][c:11]3[c:12]([n:13][cH:14][cH:15][cH:16]3)[n:17]2[CH2:18][CH2:19][OH:20])[CH2:6][CH2:7]1. Reactants: N12C[C@@H](C(CC1)CC2)OC2=CC=C(N=N2)C2=CC=C(C=C2)N (4-{6-[(3R)-1-Aza-bicyclo[2.2.2]oct-3-yloxy]-pyridazin-3-yl}-phenylamine), C(#N)[S-].[K+] (KSCN), BrBr (bromine). Run in CC(=O)O (HOAc). Yields the product N12C[C@@H](C(CC1)CC2)OC2=CC=C(N=N2)C2=CC1=C(N=C(S1)N)C=C2 (6-{6-[(3R)-1-Aza-bicyclo[2.2.2]oct-3-yloxy]-pyridazin-3-yl}-benzothiazol-2-ylamine). As a reaction SMILES: [N:1]12[CH2:8][CH2:7][CH:4]([CH2:5][CH2:6]1)[C@@H:3]([O:9][C:10]1[N:15]=[N:14][C:13]([C:16]3[CH:21]=[CH:20][C:19]([NH2:22])=[CH:18][CH:17]=3)=[CH:12][CH:11]=1)[CH2:2]2.[C:23]([S-:25])#[N:24].[K+].BrBr>CC(O)=O>[N:1]12[CH2:8][CH2:7][CH:4]([CH2:5][CH2:6]1)[C@@H:3]([O:9][C:10]1[N:15]=[N:14][C:13]([C:16]3[CH:21]=[CH:20][C:19]4[N:22]=[C:23]([NH2:24])[S:25][C:18]=4[CH:17]=3)=[CH:12][CH:11]=1)[CH2:2]2 |f:1.2|. Procedure details: The product of Example 24F (150 mg, 0.5 mmol) was treated with KSCN (Aldrich, 97 mg, 1 mmol) and bromine (Aldrich, 96 mg, 0.6 mmol) in HOAc (5 mL) at ambient temperature for 0.5 h. It was then quenched with Na2SO3 (aq. 10%, 1 mL) and concentrated. The title compound was purified by chromatography (SiO2, CH2Cl2:MeOH:NH3.H2O, 90:10:2, Rf. 0.1) as solid (170 mg, yield, 80%). 1H NMR (300 MHz, CD3OD) δ 1.60-1.70 (m, 1H), 1.72-1.98 (m, 2H), 2.02-2.19 (m, 1H), 2.23-2.42 (m, 1H), 2.82-3.13 (m, 5H), 3.42... The reactants are B, CC(C)(C)OC(=O)N1CC(F)(F)CC1C(=O)O, CSC, C1CCOC1. Product: CC(C)(C)OC(=O)N1CC(F)(F)CC1CO. Reaction SMILES: [BH3:21].[C:1]([CH3:2])([CH3:3])([CH3:4])[O:5][C:6](=[O:7])[N:8]1[CH:9]([C:15](=[O:16])[OH:17])[CH2:10][C:11]([F:13])([F:14])[CH2:12]1.[CH3:18][S:19][CH3:20].[O:22]1[CH2:23][CH2:24][CH2:25][CH2:26]1>>[C:1]([CH3:2])([CH3:3])([CH3:4])[O:5][C:6](=[O:7])[N:8]1[CH:9]([CH2:15][OH:16])[CH2:10][C:11]([F:13])([F:14])[CH2:12]1. Reactants: OCC1=CC=CC=2N=NSC21 (7-hydroxymethylbenzo-1,2,3-thiadiazole). Reagents/catalysts: [O-2].[O-2].[Mn+4] (manganese dioxide), [O-2].[O-2].[Mn+4] (manganese dioxide). Solvent: C(Cl)(Cl)Cl (chloroform). Yields the product S1N=NC2=C1C(=CC=C2)C=O (benzo-1,2,3-thiadiazole-7-carbaldehyde). Isolated yield 91.5%. RXN SMILES: [OH:1][CH2:2][C:3]1[C:11]2[S:10][N:9]=[N:8][C:7]=2[CH:6]=[CH:5][CH:4]=1>C(Cl)(Cl)Cl.[O-2].[O-2].[Mn+4]>[S:10]1[C:11]2[C:3]([CH:2]=[O:1])=[CH:4][CH:5]=[CH:6][C:7]=2[N:8]=[N:9]1 |f:2.3.4|. Reported procedure: To a solution of 16.6 g of 7-hydroxymethylbenzo-1,2,3-thiadiazole in 100 ml of chloroform there are introduced with stirring at room temperature 35 g of manganese dioxide, during which process the internal temperature rises briefly to 31° C. When the temperature has dropped again to 25° C., the mixture is heated and refluxed overnight. Another 5 g of manganese dioxide are subsequently added, and heating of the mixture is continued until the reaction is complete. The hot mixture is filtered over ...